From a dataset of the Open Reaction Database (ORD), a public repository of structured organic reaction records. describe an organic reaction: reactants, conditions, products, and yield Reactants: N1=CC=CC=C1 (pyridine), C1(CCCCC1)C(=O)Cl (cyclohexanecarbonyl chloride), OCCN(C(OC(C)(C)C)=O)C (tert-butyl 2-hydroxyethyl(methyl)carbamate), N1=CC=CC=C1 (pyridine), C1(CCCCC1)C(=O)Cl (cyclohexanecarbonyl chloride). The reagents and catalysts are CN(C1=CC=NC=C1)C (4-dimethylaminopyridine). Run in C(C)(=O)OCC (ethyl acetate), C(C)(=O)OCC (Ethyl acetate). Reaction conditions: time 2 hour. The product is Cl.C1(CCCCC1)C(=O)OCCNC (2-(Methylamino)ethyl Cyclohexanecarboxylate Hydrochloride). Reaction SMILES: OCCN(C)[C:5](=[O:11])[O:6][C:7]([CH3:10])(C)C.[N:13]1C=CC=C[CH:14]=1.[CH:19]1(C([Cl:27])=O)[CH2:24][CH2:23][CH2:22][CH2:21][CH2:20]1>CN(C)C1C=CN=CC=1.C(OCC)(=O)C>[ClH:27].[CH:19]1([C:5]([O:6][CH2:7][CH2:10][NH:13][CH3:14])=[O:11])[CH2:24][CH2:23][CH2:22][CH2:21][CH2:20]1 |f:5.6|. Procedure: To a mixture of tert-butyl 2-hydroxyethyl(methyl)carbamate (1.75 g) obtained in Reference Example 1 and ethyl acetate (20 mL) were added pyridine (0.97 mL) and 4-dimethylaminopyridine (catalytic amount), and cyclohexanecarbonyl chloride (1.60 mL) was dropwise added. After stirring at room temperature for 2 hrs., pyridine (0.65 mL) and cyclohexanecarbonyl chloride (0.58 mL) were added, and the mixture was stirred overnight at room temperature. Ethyl acetate (50 mL) was added to the reaction mixtu... The reactants are CN(C=CC(=O)C1=NN(C=CC1=O)C1=CC(=CC=C1)F)C (3-[3-(dimethylamino)prop-2-enoyl]-1-(3-fluorophenyl)pyridazin-4(1H)-one), C1(=CC=CC=C1)NN (phenylhydrazine). The solvent is CO (methanol). Yields the product FC=1C=C(C=CC1)N1N=C(C(C=C1)=O)C1=CC=NN1C1=CC=CC=C1 (1-(3-fluorophenyl)-3-(1-phenyl-1H-pyrazol-5-yl)pyridazin-4(1H)-one). Yield: 17.4%. As a reaction SMILES: C[N:2](C)[CH:3]=[CH:4][C:5]([C:7]1[C:12](=[O:13])[CH:11]=[CH:10][N:9]([C:14]2[CH:19]=[CH:18][CH:17]=[C:16]([F:20])[CH:15]=2)[N:8]=1)=O.[C:22]1([NH:28]N)[CH:27]=[CH:26][CH:25]=[CH:24][CH:23]=1>CO>[F:20][C:16]1[CH:15]=[C:14]([N:9]2[CH:10]=[CH:11][C:12](=[O:13])[C:7]([C:5]3[N:28]([C:22]4[CH:27]=[CH:26][CH:25]=[CH:24][CH:23]=4)[N:2]=[CH:3][CH:4]=3)=[N:8]2)[CH:19]=[CH:18][CH:17]=1. Procedure details: To a solution of 3-[3-(dimethylamino)prop-2-enoyl]-1-(3-fluorophenyl)pyridazin-4(1H)-one (crude, 840 mg, 2.93 mmol) in 20 mL of methanol was added phenylhydrazine (474 mg, 4.39 mmol). The mixture was refluxed for 4 h and concentrated. The residue was dissolved in dichloromethane (20 mL), washed with 1N HCl aqueous solution and brine, dried over Na2SO4, and concentrated under reduced pressure. The residue was purified by prep-HPLC to give 1-(3-fluorophenyl)-3-(1-phenyl-1H-pyrazol-5-yl)pyridazin-4... Starting materials: O=C(C(C1=CC=CC=C1)NC(=O)C=1OC2=C(C1)C=C(C=C2)NC(=O)C=2C(=CC=CC2)C2=CC=C(C=C2)C(F)(F)F)NCCC (5-[(4′-Trifluoromethyl-biphenyl-2-carbonyl)-amino]-benzofuran-2-carboxylic acid [2-oxo-1-phenyl-2-(propylamino)ethyl]amide), C1CCOC1 (THF), [H][H] (hydrogen). The reagents and catalysts are [Pd] (Pd/C). Yields the product COC(=O)C=1OC2=C(C1)C=C(C=C2)N (5-aminobenzofuran-2-carboxylic acid methyl ester). RXN SMILES: O=C(NCCC)C(N[C:11]([C:13]1[O:14][C:15]2[CH:21]=[CH:20][C:19]([NH:22]C(C3C(C4C=CC(C(F)(F)F)=CC=4)=CC=CC=3)=O)=[CH:18][C:16]=2[CH:17]=1)=[O:12])C1C=CC=CC=1.[H][H].C1C[O:50][CH2:49]C1>[Pd]>[CH3:49][O:50][C:11]([C:13]1[O:14][C:15]2[CH:21]=[CH:20][C:19]([NH2:22])=[CH:18][C:16]=2[CH:17]=1)=[O:12]. Reported procedure: The product from step (a) (6.9 g) was dissolved in THF (200 mL), followed by the addition of 10% Pd/C (1 g), and the resulting reaction mixture was hydrogenated under 50 psi of hydrogen for 2 hours. The catalyst was removed by filtration through celite, and the solvent was removed in vacuo to provide 5.9 g of the title compound. Reactants: N1C=CC2=CC=CC=C12 (indole), CN1C(C=CC1=O)=O (N-methylmaleimide). Run in C(C)(=O)O (acetic acid). Reaction conditions: temperature 105 celsius, time 16 hour. The product is N1C=C(C2=CC=CC=C12)C1C(N(C(C1)=O)C)=O (3-(1H-Indol-3-yl)-1-methylpyrrolidine-2,5-dione). Reaction SMILES: [NH:1]1[C:9]2[C:4](=[CH:5][CH:6]=[CH:7][CH:8]=2)[CH:3]=[CH:2]1.[CH3:10][N:11]1[C:15](=[O:16])[CH:14]=[CH:13][C:12]1=[O:17]>C(O)(=O)C>[NH:1]1[C:9]2[C:4](=[CH:5][CH:6]=[CH:7][CH:8]=2)[C:3]([CH:13]2[CH2:14][C:15](=[O:16])[N:11]([CH3:10])[C:12]2=[O:17])=[CH:2]1. Procedure: A mixture of indole (3.14 g) and N-methylmaleimide (6.2 g, 3 equiv.) in acetic acid is heated at 105° C. for 16 hr, cooled to room temperature, held for 16 hr and filtered. The filtercake is washed with acetic acid and dried to afford the title product, 5.5 g, identified by HPLC and mass spectral analyses. Starting materials: Cc1cccc2oc(=O)[nH]c12, [Cl-], Cl[Al](Cl)Cl, Cc1nc(Cl)cc(C(=O)O)n1, O. The product is Cc1nc(Cl)cc(C(=O)c2cc(C)c3[nH]c(=O)oc3c2)n1. As a reaction SMILES: [CH3:13][c:14]1[cH:15][cH:16][cH:17][c:18]2[c:19]1[nH:20][c:21](=[O:23])[o:22]2.[Cl-:1].[Cl:24][Al:25]([Cl:26])[Cl:27].[Cl:2][c:3]1[cH:4][c:5]([C:10](=[O:11])[OH:12])[n:6][c:7]([CH3:9])[n:8]1.[OH2:28]>>[Cl:2][c:3]1[cH:4][c:5]([C:10](=[O:12])[c:16]2[cH:15][c:14]([CH3:13])[c:19]3[c:18]([cH:17]2)[o:22][c:21](=[O:23])[nH:20]3)[n:6][c:7]([CH3:9])[n:8]1. The reactants are C(C)(=O)O.C(=N)N (Formamidine acetate), FC1=CC=C(C(=O)NC(C(=O)OC)C(=O)OC)C=C1 (dimethyl 2-(4-fluorobenzamido)malonate), [Na] (sodium). The solvent is C(C)O (ethanol). Product: OC1=NC=NC(=C1NC(C1=CC=C(C=C1)F)=O)O (N-(4,6-dihydroxypyrimidin-5-yl)-4-fluorobenzamide). Yield: 64.9%. RXN SMILES: C(O)(=O)C.[CH:5]([NH2:7])=[NH:6].[F:8][C:9]1[CH:26]=[CH:25][C:12]([C:13]([NH:15][CH:16]([C:21](OC)=[O:22])[C:17](OC)=[O:18])=[O:14])=[CH:11][CH:10]=1.[Na]>C(O)C>[OH:22][C:21]1[C:16]([NH:15][C:13](=[O:14])[C:12]2[CH:25]=[CH:26][C:9]([F:8])=[CH:10][CH:11]=2)=[C:17]([OH:18])[N:7]=[CH:5][N:6]=1 |f:0.1,^1:26|. Procedure details: Formamidine acetate (0.46 g, 4.46 mmol) and dimethyl 2-(4-fluorobenzamido)malonate (1.0 g, 3.71 mmol) were added to a solution of sodium (0.17 g, 7.43 mmol) in ethanol (37 ml). The reaction mixture was refluxed for 3 hours. After cooling down, the precipitate was filtered off and washed with ethanol. The product was dissolved in a minimal volume of water and acidified to pH 4-5 with 5M HCl. The precipitate was collected, washed with water and dried to yield the title compound as a white solid (0...